Dataset: the Open Reaction Database (ORD), a public repository of structured organic reaction records. Task: describe an organic reaction: reactants, conditions, products, and yield Reaction conditions: time 15 minute. Solvent: Cl (hydrochloric acid), O1CCCC1 (tetrahydrofuran). The reagents and catalysts are [Zn] (zinc), [Zn] (zinc). The product is C(C)(C)(C)OC(=O)NC(C(C(C(=O)OCC)(F)F)O)CC(C)C (Ethyl 4-[N-(tert-butyloxycarbonyl)amino)-2,2-difluoro-3-hydroxy-6-methylheptanoate). Procedure details: A 3 neck flask was equipped with a magnetic stirrer, 2 dropping funnels, a condenser and a nitrogen atmosphere. In the flask was placed 7.56g (116 mmol) of activated zinc (made by stirring zinc dust in 2% hydrochloric acid for 1/2 hour, filtering, washing with alcohol, acetone then ether and drying in vacuum) and 220 mL of anhydrous tetrahydrofuran (dried over sodium/benzophenone and distilled). In one dropping funnel was placed ethyl bromodifluoroacetate (23.62 g, 0.116 mol) and in the other wa... Yield: 145.3%. As a reaction SMILES: Br[C:2]([F:9])([F:8])[C:3]([O:5][CH2:6][CH3:7])=[O:4].[C:10]([O:14][C:15]([NH:17][C@H:18]([CH:23]=[O:24])[CH2:19][CH:20]([CH3:22])[CH3:21])=[O:16])([CH3:13])([CH3:12])[CH3:11].[Cl-].[Na+].S(=O)(=O)(O)[O-].[K+]>Cl.[Zn].O1CCCC1>[C:10]([O:14][C:15]([NH:17][CH:18]([CH2:19][CH:20]([CH3:22])[CH3:21])[CH:23]([OH:24])[C:2]([F:9])([F:8])[C:3]([O:5][CH2:6][CH3:7])=[O:4])=[O:16])([CH3:13])([CH3:12])[CH3:11] |f:2.3,4.5|. The reactants are BrC(C(=O)OCC)(F)F (ethyl bromodifluoroacetate), aldehyde, [Cl-].[Na+] (sodium chloride), S([O-])(O)(=O)=O.[K+] (potassium bisulfate), C(C)(C)(C)OC(=O)N[C@@H](CC(C)C)C=O (N-(tert-butyloxycarbonyl) leucinal), BrC(C(=O)OCC)(F)F (ethyl bromodifluoroacetate). The reactants are ClC1=NC=CC=C1C(C(=O)OC)=O (methyl (2-chloropyridin-3-yl)glyoxylate), Cl (HCl), CC(C)([O-])C.[K+] (potassium tert-butoxide), ClC1=CC=C(C=C1)N1N=C(C=C1)O (1-(4-chlorophenyl)-3-hydroxypyrazole). The solvent is C(C)(C)(C)O (tert-butanol), CS(=O)C (dimethyl sulfoxide). Conditions: time 1 hour. Yields the product ClC1=CC=C(C=C1)N1N=C(C=C1)OC1=NC=CC=C1C(C(=O)OC)=O (Methyl [2-(1-(4-chlorophenyl)-3-pyrazolyloxy)pyridin-3-yl]glyoxylate). The yield is 40.4%. RXN SMILES: CC(C)([O-])C.[K+].[Cl:7][C:8]1[CH:13]=[CH:12][C:11]([N:14]2[CH:18]=[CH:17][C:16]([OH:19])=[N:15]2)=[CH:10][CH:9]=1.Cl[C:21]1[C:26]([C:27](=[O:32])[C:28]([O:30][CH3:31])=[O:29])=[CH:25][CH:24]=[CH:23][N:22]=1.Cl>C(O)(C)(C)C.CS(C)=O>[Cl:7][C:8]1[CH:9]=[CH:10][C:11]([N:14]2[CH:18]=[CH:17][C:16]([O:19][C:21]3[C:26]([C:27](=[O:32])[C:28]([O:30][CH3:31])=[O:29])=[CH:25][CH:24]=[CH:23][N:22]=3)=[N:15]2)=[CH:12][CH:13]=1 |f:0.1|. Procedure: At 60° C., 4.7 g (42 mmol) of potassium tert-butoxide were added a little at a time to a solution of 7.4 g (38.1 mmol) of 1-(4-chlorophenyl)-3-hydroxypyrazole in 15 ml of tert-butanol. The mixture was stirred at this temperature for 1 hour and the solvent was then removed under reduced pressure. The residue was dissolved in 25 ml of abs. dimethyl sulfoxide, and a solution of 8.0 g (38.1 mmol) of methyl (2-chloropyridin-3-yl)glyoxylate in 10 ml of abs. dimethyl sulfoxide was then added at such a ... Starting materials: Brc1cccc2[nH]ccc12, C1CCOC1, CCOC(C)=O, OB(O)c1ccc(F)cc1F, [Na+], [OH-], [Pd]. The product is Fc1ccc(-c2cccc3[nH]ccc23)c(F)c1. RXN SMILES: [Br:1][c:2]1[c:3]2[cH:4][cH:5][nH:6][c:7]2[cH:8][cH:9][cH:10]1.[CH2:24]1[O:25][CH2:26][CH2:27][CH2:28]1.[CH3:30][CH2:31][O:32][C:33](=[O:34])[CH3:35].[F:11][c:12]1[c:13]([B:19]([OH:20])[OH:21])[cH:14][cH:15][c:16]([F:18])[cH:17]1.[Na+:23].[OH-:22].[Pd:29]>>[c:2]1(-[c:13]2[c:12]([F:11])[cH:17][c:16]([F:18])[cH:15][cH:14]2)[c:3]2[cH:4][cH:5][nH:6][c:7]2[cH:8][cH:9][cH:10]1. Starting materials: CCC1(O)CCNC1C, N#Cc1ccc(F)c(C(F)(F)F)c1, [Li+], [Li+], O=C([O-])[O-]. Yields the product CCC1(O)CCN(c2ccc(C#N)cc2C(F)(F)F)C1C. As a reaction SMILES: [CH2:1]([CH3:2])[C:3]1([OH:9])[CH:4]([CH3:8])[NH:5][CH2:6][CH2:7]1.[F:10][c:11]1[c:12]([C:19]([F:20])([F:21])[F:22])[cH:13][c:14]([C:15]#[N:16])[cH:17][cH:18]1.[Li+:23].[Li+:24].[O-:25][C:26](=[O:27])[O-:28]>>[CH2:1]([CH3:2])[C:3]1([OH:9])[CH:4]([CH3:8])[N:5]([c:11]2[c:12]([C:19]([F:20])([F:21])[F:22])[cH:13][c:14]([C:15]#[N:16])[cH:17][cH:18]2)[CH2:6][CH2:7]1. Starting materials: O=C1OC(CO)CN1Cc1ccccc1, ClC(Cl)Cl, O=S(=O)(Cl)Cl. The product is O=C1OC(CCl)CN1Cc1ccccc1. RXN SMILES: [CH2:1]([c:2]1[cH:3][cH:4][cH:5][cH:6][cH:7]1)[N:8]1[C:9](=[O:15])[O:10][CH:11]([CH2:13][OH:14])[CH2:12]1.[CH:21]([Cl:22])([Cl:23])[Cl:24].[S:16]([Cl:17])(=[O:18])([Cl:19])=[O:20]>>[CH2:1]([c:2]1[cH:3][cH:4][cH:5][cH:6][cH:7]1)[N:8]1[C:9](=[O:15])[O:10][CH:11]([CH2:13][Cl:19])[CH2:12]1. Starting materials: ClC1=C(C(=O)OC)C=CC=N1 (methyl 2-chloronicotinate), C([O-])([O-])=O.[K+].[K+] (potassium carbonate). Run in CN(C)C=O (DMF). Product: C1COCCOCCOCCOCCOCCO1 (18-crown-6), product. Isolated yield 97.0%. Reaction SMILES: ClC1N=CC=C[C:3]=1[C:4]([O:6][CH3:7])=O.[C:12](=[O:15])([O-])[O-].[K+].[K+]>CN(C=O)C>[CH2:7]1[O:6][CH2:4][CH2:3][O:15][CH2:12][CH2:7][O:6][CH2:4][CH2:3][O:15][CH2:12][CH2:7][O:6][CH2:4][CH2:3][O:15][CH2:12]1 |f:1.2.3|. Procedure: 3.4 g of methyl 2-chloronicotinate were reacted with 3.4 g of 4-piperidinopideridine in 75 ml of DMF in the presence of 5.5 g of potassium carbonate and a spatula tipful of 18-crown-6 analogously to Example 1a, 5.9 g (97%) of the product being obtained. Reactants: BrC=1C=C(C(=C(C=C2CCN(CC2)C(=O)OC(C)(C)C)C1)OC)[N+](=O)[O-] (tert-butyl 4-(5-bromo-2-methoxy-3-nitrobenzylidene)piperidine-1-carboxylate), [Cl-].[Li+] (lithium chloride). The solvent is CN(C=O)C (N,N-dimethylformamide). Run at temperature 120 celsius, time 4 hour. Yields the product BrC=1C=C(C(=C(C=C2CCN(CC2)C(=O)OC(C)(C)C)C1)O)[N+](=O)[O-] (tert-Butyl 4-(5-bromo-2-hydroxy-3-nitrobenzylidene)piperidine-1-carboxylate), crude oil. Reaction SMILES: [Br:1][C:2]1[CH:3]=[C:4]([N+:24]([O-:26])=[O:25])[C:5]([O:22]C)=[C:6]([CH:21]=1)[CH:7]=[C:8]1[CH2:13][CH2:12][N:11]([C:14]([O:16][C:17]([CH3:20])([CH3:19])[CH3:18])=[O:15])[CH2:10][CH2:9]1.[Cl-].[Li+]>CN(C)C=O>[Br:1][C:2]1[CH:3]=[C:4]([N+:24]([O-:26])=[O:25])[C:5]([OH:22])=[C:6]([CH:21]=1)[CH:7]=[C:8]1[CH2:9][CH2:10][N:11]([C:14]([O:16][C:17]([CH3:18])([CH3:19])[CH3:20])=[O:15])[CH2:12][CH2:13]1 |f:1.2|. Procedure details: A mixture of tert-butyl 4-(5-bromo-2-methoxy-3-nitrobenzylidene)piperidine-1-carboxylate (2.5 g, 5.9 mmol) and lithium chloride (1 g) in anhydrous N,N-dimethylformamide was stirred at 120° C. for 4 h. It was allowed to cool to room temperature and evaporated in vacuo. The residue was treated with water (50 mL) and extracted with diethyl ether (2×100 mL). The combined organic layers was washed with water (50 mL) and dried (Na2SO4). Evaporation of solvent gave the title compound as a crude oil (2.... The reactants are O[C@@H]1C(OC2=CC=C(C=C2[C@H]1N1C(C2=CC=CC=C2C1)=O)C=1C(C(C1OC(C)C)=O)=O)(C)C (3-[trans-3-hydroxy-2,2-dimethyl-4-(1-oxo-1,3-dihydroisoindol-2-yl)-chroman-6-yl]-4-isopropoxy-cyclobut-3-ene- 1,2-dione), C(O)CN (ethanolamine). The solvent is CC#N (CH3CN), O (H2O). Conditions: temperature 50 celsius. The product is O[C@@H]1C(OC2=CC=C(C=C2[C@H]1N1C(C2=CC=CC=C2C1)=O)C=1C(C(C1NCCO)=O)=O)(C)C (3-[trans-3-Hydroxy-2,2-dimethyl-4-(1-oxo-1,3-dihydroisoindol-2-yl),-chroman-6-yl]-4-(2-hydroxy-ethylamino)-cyclobut-3-ene-1,2-dione). The yield is 23.4%. Reaction SMILES: [OH:1][C@H:2]1[C@H:11]([N:12]2[CH2:20][C:19]3[C:14](=[CH:15][CH:16]=[CH:17][CH:18]=3)[C:13]2=[O:21])[C:10]2[C:5](=[CH:6][CH:7]=[C:8]([C:22]3[C:23](=[O:31])[C:24](=[O:30])[C:25]=3OC(C)C)[CH:9]=2)[O:4][C:3]1([CH3:33])[CH3:32].[CH2:34]([CH2:36][NH2:37])[OH:35]>CC#N.O>[OH:1][C@H:2]1[C@H:11]([N:12]2[CH2:20][C:19]3[C:14](=[CH:15][CH:16]=[CH:17][CH:18]=3)[C:13]2=[O:21])[C:10]2[C:5](=[CH:6][CH:7]=[C:8]([C:22]3[C:23](=[O:31])[C:24](=[O:30])[C:25]=3[NH:37][CH2:36][CH2:34][OH:35])[CH:9]=2)[O:4][C:3]1([CH3:32])[CH3:33]. Reported procedure: A solution of 529 mg(1.18 mmol) of 3-[trans-3-hydroxy-2,2-dimethyl-4-(1-oxo-1,3-dihydroisoindol-2-yl)-chroman-6-yl]-4-isopropoxy-cyclobut-3-ene- 1,2-dione as prepared in Example 3 in CH3CN (20 mL) and ethanolamine (716 μL; 11.8 mmol) was stirred at room temperature for 4 days. The reaction mixture was heated at 50° C. for 1 h, cooled to room temperature, diluted with H2O, and extracted into 20% THF/CH2Cl2. The organic extracts were dried over MgSO4 and purified by flash chromatography (CH2Cl2 : ...